Dataset: the Open Reaction Database (ORD), a public repository of structured organic reaction records. Task: describe an organic reaction: reactants, conditions, products, and yield Starting materials: CO, Cc1ccc(C(=O)O)cc1S(=O)(=O)Cl, N. Yields the product Cc1ccc(C(=O)O)cc1S(N)(=O)=O. As a reaction SMILES: [CH3:16][OH:17].[Cl:2][S:3](=[O:4])(=[O:5])[c:6]1[cH:7][c:8]([C:9](=[O:10])[OH:11])[cH:12][cH:13][c:14]1[CH3:15].[NH3:1]>>[NH2:1][S:3](=[O:4])(=[O:5])[c:6]1[cH:7][c:8]([C:9](=[O:10])[OH:11])[cH:12][cH:13][c:14]1[CH3:15]. Starting materials: CCOC(=O)CBr, O=C([O-])[O-], CN(C)C=O, [K+], [K+], O, COc1cccc(C=O)c1O. The product is CCOC(=O)COc1c(C=O)cccc1OC. Reaction SMILES: [Br:12][CH2:13][C:14](=[O:15])[O:16][CH2:17][CH3:18].[C:19](=[O:20])([O-:21])[O-:22].[CH3:26][N:27]([CH3:28])[CH:29]=[O:30].[K+:23].[K+:24].[OH2:25].[OH:1][c:2]1[c:3]([CH:4]=[O:5])[cH:6][cH:7][cH:8][c:9]1[O:10][CH3:11]>>[O:1]([c:2]1[c:3]([CH:4]=[O:5])[cH:6][cH:7][cH:8][c:9]1[O:10][CH3:11])[CH2:13][C:14](=[O:15])[O:16][CH2:17][CH3:18]. Reactants: C(#C)C1=CC=C(C=C1)C=C (1-Ethynyl-4-vinyl-benzene), IC1=C(N)C=CC=C1 (2-iodoaniline). Yields the product C(=C)C1=CC=C(C=C1)C=1NC2=CC=CC=C2C1 (2-(4-Vinyl-phenyl)-1H-indole). The yield is 72.0%. Reaction SMILES: [C:1]([C:3]1[CH:8]=[CH:7][C:6]([CH:9]=[CH2:10])=[CH:5][CH:4]=1)#[CH:2].I[C:12]1[CH:18]=[CH:17][CH:16]=[CH:15][C:13]=1[NH2:14]>>[CH:1]([C:3]1[CH:8]=[CH:7][C:6]([C:9]2[NH:14][C:13]3[C:15]([CH:10]=2)=[CH:16][CH:17]=[CH:18][CH:12]=3)=[CH:5][CH:4]=1)=[CH2:2]. Reported procedure: The general procedure was used to convert 1-Ethynyl-4-vinyl-benzene and 2-iodoaniline to the title product. Purification by flash chromatography gave the analytically pure product as a white solid, 72% yield. 1H NMR (300 MHz, CDCl3) δ 8.31 (s, br, 1H), 7.64-7.61 (d, J=8.29, 3H), 7.49-7.46 (d, J=8.29, 2H), 7.40-7.38 (d, J=8.10, 1H), 7.22-7.16 (dt, J=6.97, 1H), 7.14-7.09 (dt, J=7.91, 1H), 6.84 (s, 1H), 6.78-6.69 (dd, J=10.73, 1H), 5.82-5.76 (dd, J=17.70, 1H), 5.30-5.26 (dd, J=10.73, 1H). Anal. Cal... The reactants are CCOP(=O)(Cc1nnc2c(=O)[nH]c3cc(C(F)(F)F)ccc3n12)OCC, [K+], O=[N+]([O-])[O-], O=S(=O)(O)O. The product is CCOP(=O)(Cc1nnc2c(=O)[nH]c3cc(C(F)(F)F)c([N+](=O)[O-])cc3n12)OCC. As a reaction SMILES: [CH2:6]([CH3:7])[O:8][P:9](=[O:10])([O:11][CH2:12][CH3:13])[CH2:14][c:15]1[n:16][n:17][c:18]2[n:19]1[c:20]1[cH:21][cH:22][c:23]([C:29]([F:30])([F:31])[F:32])[cH:24][c:25]1[nH:26][c:27]2=[O:28].[K+:1].[O-:2][N+:3]([O-:4])=[O:5].[S:33](=[O:34])(=[O:35])([OH:36])[OH:37]>>[O-:2][N+:3](=[O:5])[c:22]1[cH:21][c:20]2[n:19]3[c:15]([CH2:14][P:9]([O:8][CH2:6][CH3:7])(=[O:10])[O:11][CH2:12][CH3:13])[n:16][n:17][c:18]3[c:27](=[O:28])[nH:26][c:25]2[cH:24][c:23]1[C:29]([F:30])([F:31])[F:32]. Starting materials: BrCCCCCBr, CCOP(=O)(Cc1ccccc1)OCC, COCCO[AlH2-]OCCOC, [Na+], C1CCOC1, O. Product: O=P1(Cc2ccccc2)CCCCC1. RXN SMILES: [Br:28][CH2:29][CH2:30][CH2:31][CH2:32][CH2:33][Br:34].[CH2:1]([c:2]1[cH:3][cH:4][cH:5][cH:6][cH:7]1)[P:8]([O:9][CH2:10][CH3:11])([O:12][CH2:13][CH3:14])=[O:15].[CH3:17][O:18][CH2:19][CH2:20][O:21][AlH2-:22][O:23][CH2:24][CH2:25][O:26][CH3:27].[Na+:16].[O:36]1[CH2:37][CH2:38][CH2:39][CH2:40]1.[OH2:35]>>[CH2:1]([c:2]1[cH:3][cH:4][cH:5][cH:6][cH:7]1)[P:8]1(=[O:15])[CH2:29][CH2:30][CH2:31][CH2:32][CH2:33]1. The reactants are [Cl-], [Fe], [NH4+], O, O=[N+]([O-])c1cc(O)ccc1Sc1ccc(O)cc1. Yields the product Nc1cc(O)ccc1Sc1ccc(O)cc1. RXN SMILES: [Cl-:19].[Fe:21].[NH4+:20].[OH2:22].[OH:1][c:2]1[cH:3][cH:4][c:5]([S:8][c:9]2[c:10]([N+:16]([O-:17])=[O:18])[cH:11][c:12]([OH:15])[cH:13][cH:14]2)[cH:6][cH:7]1>>[OH:1][c:2]1[cH:3][cH:4][c:5]([S:8][c:9]2[c:10]([NH2:16])[cH:11][c:12]([OH:15])[cH:13][cH:14]2)[cH:6][cH:7]1.